This data is from the Open Reaction Database (ORD), a public repository of structured organic reaction records. The task is: describe an organic reaction: reactants, conditions, products, and yield Starting materials: F[Sb-](F)(F)(F)(F)F.C(CCCCCCCCC)OC1=CC=C(C=C1)[I+]C1=CC=CC=C1 ((4-decyloxyphenyl)phenyliodonium hexafluoroantimonate), BrCCCCCCCCCC (1-bromodecane), C1(=CC=CC=C1)OCCCCCCCCCC (decyl phenyl ether), S(=O)(=O)(O[IH](=O)C1=CC=CC=C1)C1=CC=C(C)C=C1 (phenyliodoso tosylate), C1(=CC=CC=C1)OCCCCCCCCCC (decyl phenyl ether). Run in ClCCl (dichloromethane), C(C)(=O)O (acetic acid). Product: S(=O)(=O)([O-])C1=CC=C(C)C=C1.C(CCCCCCCCC)OC1=CC=C(C=C1)[I+]C1=CC=CC=C1 ((4-decyloxyphenyl)phenyliodonium tosylate). The yield is 67.5%. Reaction SMILES: F[Sb-](F)(F)(F)(F)F.[CH2:8]([O:18][C:19]1[CH:24]=[CH:23][C:22]([I+:25][C:26]2[CH:31]=[CH:30][CH:29]=[CH:28][CH:27]=2)=[CH:21][CH:20]=1)[CH2:9][CH2:10][CH2:11][CH2:12][CH2:13][CH2:14][CH2:15][CH2:16][CH3:17].BrCCCCCCCCCC.C1(OCCCCCCCCCC)C=CC=CC=1.[S:60]([C:72]1[CH:78]=[CH:77][C:75]([CH3:76])=[CH:74][CH:73]=1)([O:63][IH](C1C=CC=CC=1)=O)(=[O:62])=[O:61]>ClCCl.C(O)(=O)C>[S:60]([C:72]1[CH:78]=[CH:77][C:75]([CH3:76])=[CH:74][CH:73]=1)([O-:63])(=[O:62])=[O:61].[CH2:8]([O:18][C:19]1[CH:24]=[CH:23][C:22]([I+:25][C:26]2[CH:31]=[CH:30][CH:29]=[CH:28][CH:27]=2)=[CH:21][CH:20]=1)[CH2:9][CH2:10][CH2:11][CH2:12][CH2:13][CH2:14][CH2:15][CH2:16][CH3:17] |f:0.1,7.8|. Procedure: The procedure of Example 1 was repeated to prepare (4-decyloxyphenyl)phenyliodonium hexafluoroantimonate. 1-bromodecane was used and the yield of decyl phenyl ether was 98.9%. In accordance with Example 1, 196 grams (0.5 mol) of phenyliodoso tosylate, 117 grams (0.5 mol) of the decyl phenyl ether, 50 ml of acetic acid and 200 ml of dichloromethane were stirred at 40° C. for 2 hours. The reaction mixture was filtered and a solution triturated with ether. The crystallized product was isolated by s... Starting materials: ClCC(=O)O (chloroacetic acid), [H][H] (hydrogen), C1(CCCCC1)=O (cyclohexanone), P(OCC)(OCC)[O-] (diethyl phosphite), [H-].[Na+] (sodium hydride). Solvent: COCCOC (1,2-dimethoxyethane), COCCOC (1,2-dimethoxyethane). Reaction conditions: time 1 hour. Product: C1(CCCCC1)=CC(=O)O (cyclohexylideneacetic acid). The yield is 54.1%. As a reaction SMILES: P([O-])(OCC)OCC.[H-].[Na+].Cl[CH2:12][C:13]([OH:15])=[O:14].[H][H].[C:18]1(=O)[CH2:23][CH2:22][CH2:21][CH2:20][CH2:19]1>COCCOC>[C:18]1(=[CH:12][C:13]([OH:15])=[O:14])[CH2:23][CH2:22][CH2:21][CH2:20][CH2:19]1 |f:1.2|. Reported procedure: A mixture of 4.0 ml (0.031 mole) of diethyl phosphite and 4.46 g (0.093 mole) of 50% sodium hydride in mineral oil in 100 ml of 1,2-dimethoxyethane under nitrogen was treated with a solution of 2.93 g (0.031 mole) of chloroacetic acid in 30 ml of 1,2-dimethoxyethane, and the mixture was stirred until hydrogen gas evolution ceased. Then 3.20 ml (0.031 mole) of cyclohexanone was added and the mixture was stirred for 1 h, after which it was quenched by the addition of 5 ml of ethanol and then poure... The reactants are C12(CC3CC(CC(C1)C3)C2)C=2C=C(C=CC2OC)O (3-(1-adamantyl)-4-methoxyphenol), CN(C(=S)Cl)C (dimethylthiocarbamoyl chloride), [H-].[Na+] (sodium hydride), O (water). The solvent is CN(C)C=O (DMF), CN(C)C=O (DMF), CN(C)C=O (DMF). Run at temperature 0 celsius. Yields the product CN(C(OC1=CC(=C(C=C1)OC)C12CC3CC(CC(C1)C3)C2)=S)C (O-3-(1-adamantyl)-4-methoxyphenyl dimethylthiocarbamate). As a reaction SMILES: [H-].[Na+].[C:3]12([C:13]3[CH:14]=[C:15]([OH:21])[CH:16]=[CH:17][C:18]=3[O:19][CH3:20])[CH2:12][CH:7]3[CH2:8][CH:9]([CH2:11][CH:5]([CH2:6]3)[CH2:4]1)[CH2:10]2.[CH3:22][N:23]([CH3:27])[C:24](Cl)=[S:25].O>CN(C=O)C>[CH3:22][N:23]([CH3:27])[C:24](=[S:25])[O:21][C:15]1[CH:16]=[CH:17][C:18]([O:19][CH3:20])=[C:13]([C:3]23[CH2:4][CH:5]4[CH2:11][CH:9]([CH2:8][CH:7]([CH2:6]4)[CH2:12]2)[CH2:10]3)[CH:14]=1 |f:0.1|. Procedure details: 600 mg (20 mmol) of sodium hydride (80% in oil) and 50 ml of DMF were introduced into a round-bottomed flask under a stream of nitrogen. The mixture was cooled to 0° C. and a solution of 5.5 g (20 mmol) of 3-(1-adamantyl)-4-methoxyphenol in 100 ml of DMF was added dropwise, tand he mixture was stirred until the evolution of gas had ceased. A solution of 3.3 g (26 mmol) of dimethylthiocarbamoyl chloride in 50 ml of DMF was then added thereto and the mixture was stirred for eight hours at room tem... Starting materials: CCN(C(C)C)C(C)C, CCN=C=NCCCN(C)C, Cn1cc(-c2cnc(NN)nc2)cn1, CN(C)C=O, Cl, O, O=C(O)Cc1ccccc1, Oc1cccc2[nH]nnc12. Product: Cn1cc(-c2cnc(NNC(=O)Cc3ccccc3)nc2)cn1. RXN SMILES: [CH2:48]([N:49]([CH:50]([CH3:51])[CH3:52])[CH:53]([CH3:54])[CH3:55])[CH3:56].[CH3:11][N:12]([CH3:13])[CH2:14][CH2:15][CH2:16][N:17]=[C:18]=[N:19][CH2:20][CH3:21].[CH3:34][n:35]1[n:36][cH:37][c:38](-[c:40]2[cH:41][n:42][c:43]([NH:46][NH2:47])[n:44][cH:45]2)[cH:39]1.[CH3:57][N:58]([CH3:59])[CH:60]=[O:61].[ClH:22].[OH2:23].[OH:1][C:2](=[O:3])[CH2:4][c:5]1[cH:6][cH:7][cH:8][cH:9][cH:10]1.[OH:24][c:25]1[c:26]2[n:27][n:28][nH:29][c:30]2[cH:31][cH:32][cH:33]1>>[C:2](=[O:3])([CH2:4][c:5]1[cH:6][cH:7][cH:8][cH:9][cH:10]1)[NH:47][NH:46][c:43]1[n:42][cH:41][c:40](-[c:38]2[cH:37][n:36][n:35]([CH3:34])[cH:39]2)[cH:45][n:44]1. The reactants are CC(C)(C)OC(=O)N1CCCC1C(=O)O (Boc-Pro-OH), CC(=O)c1ccc(Br)cc1 (1-bromo,4-acetylbenzene). The reagents and catalysts are [Cs+].[Cs+].[O-]C([O-])=O (CsCO3), CC(C)(C)C1=CC(=NC=C1)C2=NC=CC(=C2)C(C)(C)C (4,4-di-tert-butyl-2,2-bipyridyl), COCCOC.Cl[Ni]Cl (NiCl2-glyme), CC(C)(C)C1=CC2=N(->[Ir+]34(<-N5=CC(C(F)(F)F)=CC=C5C5=C(F)C=C(F)C=C53)(<-N3=CC(C(F)(F)F)=CC=C3C3=C(F)C=C(F)C=C34)<-N3=C2C=C(C(C)(C)C)C=C3)C=C1.F[P-](F)(F)(F)(F)F (Ir[dF(CF3)ppy]2(dtbbpy)PF6). Run in CN(C)C=O (DMF). Reaction conditions: temperature 23 celsius, time 72 hour. Yields the product CC(=O)c1ccc(C2CCCN2C(=O)OC(C)(C)C)cc1. The yield is 86.0%. Procedure details: Prior to irradiation, the reaction mixture was degassed by bubbling argon for 20 minutes Starting materials: ClC1=CC=C(C=C1)C=1C=C(C=2N(C1)C(=CN2)I)C (6-(4-Chloro-phenyl)-3-iodo-8-methyl-imidazo[1,2-a]pyridine), C[Si](C)(C)C#C (trimethylsilylacetylene). Procedure: Prepared from 6-(4-chloro-phenyl)-3-iodo-8-methyl-imidazo[1,2-a]pyridine (example C.21 step 2) (3.686 g, 10 mmol ) and trimethylsilylacetylene (2.8 mL, 20 mmol) as described in example C.20 step 4. Obtained the title compound as a yellow foam (2.70 g, 80%). MS (ISP) 339.1 [(M+H)+], 341 [(M+2+H)+]. Isolated yield 79.7%. The product is ClC1=CC=C(C=C1)C=1C=C(C=2N(C1)C(=CN2)C#C[Si](C)(C)C)C (6-(4-Chloro-phenyl)-8-methyl-3-trimethylsilanylethynyl-imidazo[1,2-a]pyridine). As a reaction SMILES: [Cl:1][C:2]1[CH:7]=[CH:6][C:5]([C:8]2[CH:9]=[C:10]([CH3:18])[C:11]3[N:12]([C:14](I)=[CH:15][N:16]=3)[CH:13]=2)=[CH:4][CH:3]=1.[CH3:19][Si:20]([C:23]#[CH:24])([CH3:22])[CH3:21]>>[Cl:1][C:2]1[CH:7]=[CH:6][C:5]([C:8]2[CH:9]=[C:10]([CH3:18])[C:11]3[N:12]([C:14]([C:24]#[C:23][Si:20]([CH3:22])([CH3:21])[CH3:19])=[CH:15][N:16]=3)[CH:13]=2)=[CH:4][CH:3]=1.